Dataset: the Open Reaction Database (ORD), a public repository of structured organic reaction records. Task: describe an organic reaction: reactants, conditions, products, and yield Reactants: FC(C(=O)O)(F)F.C1(CCCC1)C(=O)N1CC(CC(C1)C1=CC=C(C=C1)CC)N (1-(Cyclopentylcarbonyl)-5-(4-ethylphenyl)piperidine-3-amine trifluoroacetate), C1(=CC=CC=C1)CC(=O)O (phenylacetic acid). Product: C1(CCCC1)C(=O)N1CC(CC(C1)C1=CC=C(C=C1)CC)NC(CC1=CC=CC=C1)=O (N-[1-(Cyclopentylcarbonyl)-5-(4-ethylphenyl)piperidin-3-yl]-2-phenylacetamide). As a reaction SMILES: FC(F)(F)C(O)=O.[CH:8]1([C:13]([N:15]2[CH2:20][CH:19]([C:21]3[CH:26]=[CH:25][C:24]([CH2:27][CH3:28])=[CH:23][CH:22]=3)[CH2:18][CH:17]([NH2:29])[CH2:16]2)=[O:14])[CH2:12][CH2:11][CH2:10][CH2:9]1.[C:30]1([CH2:36][C:37](O)=[O:38])[CH:35]=[CH:34][CH:33]=[CH:32][CH:31]=1>>[CH:8]1([C:13]([N:15]2[CH2:20][CH:19]([C:21]3[CH:22]=[CH:23][C:24]([CH2:27][CH3:28])=[CH:25][CH:26]=3)[CH2:18][CH:17]([NH:29][C:37](=[O:38])[CH2:36][C:30]3[CH:35]=[CH:34][CH:33]=[CH:32][CH:31]=3)[CH2:16]2)=[O:14])[CH2:9][CH2:10][CH2:11][CH2:12]1 |f:0.1|. Procedure details: 57 mg (0.12 mmol) of 1-(cyclopentylcarbonyl)-5-(4-ethylphenyl)piperidine-3-amine trifluoroacetate (Example 8A) and 16 mg (0.12 mmol, 1.0 eq.) of phenylacetic acid were reacted according to General Method 1. Yield: 28 mg (58% of theory)